This data is from the Open Reaction Database (ORD), a public repository of structured organic reaction records. The task is: describe an organic reaction: reactants, conditions, products, and yield The reactants are CO, CC(C)=O, CSc1cc(C(C)C)c(Br)cc1C(C)C, O. Yields the product CC(C)c1cc(S(C)=O)c(C(C)C)cc1Br. RXN SMILES: [CH3:17][OH:18].[CH3:19][C:20](=[O:21])[CH3:22].[CH3:1][S:2][c:3]1[c:4]([CH:13]([CH3:14])[CH3:15])[cH:5][c:6]([Br:12])[c:7]([CH:9]([CH3:10])[CH3:11])[cH:8]1.[OH2:16]>>[CH3:1][S:2]([c:3]1[c:4]([CH:13]([CH3:14])[CH3:15])[cH:5][c:6]([Br:12])[c:7]([CH:9]([CH3:10])[CH3:11])[cH:8]1)=[O:16]. Reactants: S(=O)(Cl)Cl (thionyl chloride), [Na] (sodium), CC1=NC=C(C(=O)CC(C)=O)C=C1 (6-methyl-nicotinoyl-acetone), Cl (hydrogen chloride). The solvent is C1(=CC=CC=C1)C (toluene). The product is Cl.CC1=NC=C(C=C1)C(CC(C)Cl)O (1-(2-methyl-5-pyridyl)-3-chloro-butan-1-ol hydrochloride). Reaction SMILES: [Na].[CH3:2][C:3]1[CH:14]=[CH:13][C:6]([C:7]([CH2:9][C:10](=O)[CH3:11])=[O:8])=[CH:5][N:4]=1.[ClH:15].S(Cl)([Cl:18])=O>C1(C)C=CC=CC=1>[ClH:18].[CH3:2][C:3]1[CH:14]=[CH:13][C:6]([CH:7]([OH:8])[CH2:9][CH:10]([Cl:15])[CH3:11])=[CH:5][N:4]=1 |f:5.6,^1:0|. Procedure details: A suspension of the sodium salt of 6-methyl-nicotinoyl-acetone in anhydrous toluene is saturated with hydrogen chloride and then reacted with thionyl chloride in a known manner. Reduction of the reaction product gives 1-(2-methyl-5-pyridyl)-3-chloro-butan-1-ol hydrochloride which is used without additional purification Starting materials: Cl.FC1=CC2=C(N(C(O2)=O)C2CCNCC2)C=C1 (6-fluoro-3-(4-piperidinyl)-1,3-benzoxazol-2(3H)-one hydrochloride), O1CCC(CC1)=O (tetrahydropyran-4-one), C(#N)[BH3-].[Na+] (sodium cyanoborohydride). The reagents and catalysts are CC([O-])C.CC([O-])C.CC([O-])C.CC([O-])C.[Ti+4] (titanium tetraisopropoxide). Solvent: CO (methanol). Conditions: time 1 hour. Yields the product hydrochloride salt, Cl.FC1=CC2=C(N(C(O2)=O)C2CCN(CC2)C2CCOCC2)C=C1 (6-Fluoro-3-[1-(tetrahydro-2H-pyran-4-yl)-4-piperidinyl]-1,3-benzoxazol-2(3H)-one Hydrochloride). The yield is 11.3%. RXN SMILES: [ClH:1].[F:2][C:3]1[CH:18]=[CH:17][C:6]2[N:7]([CH:11]3[CH2:16][CH2:15][NH:14][CH2:13][CH2:12]3)[C:8](=[O:10])[O:9][C:5]=2[CH:4]=1.[O:19]1[CH2:24][CH2:23][C:22](=O)[CH2:21][CH2:20]1.C([BH3-])#N.[Na+]>CC(C)[O-].CC(C)[O-].CC(C)[O-].CC(C)[O-].[Ti+4].CO>[ClH:1].[F:2][C:3]1[CH:18]=[CH:17][C:6]2[N:7]([CH:11]3[CH2:12][CH2:13][N:14]([CH:22]4[CH2:23][CH2:24][O:19][CH2:20][CH2:21]4)[CH2:15][CH2:16]3)[C:8](=[O:10])[O:9][C:5]=2[CH:4]=1 |f:0.1,3.4,5.6.7.8.9,11.12|. Procedure details: A mixture of 6-fluoro-3-(4-piperidinyl)-1,3-benzoxazol-2(3H)-one hydrochloride D6 (270 mg), tetrahydropyran-4-one (200 mg), and titanium tetraisopropoxide (0.6 mL) was stirred at room temperature for 1 h and then methanol (4 mL) and sodium cyanoborohydride (120 mg) were added. After a further 2 h the product was isolated by SCX chromatography and further purified by chromatography on silica gel eluting with 0-10% 2M methanolic ammonia-dichloromethane. Conversion to the hydrochloride salt gave 6-... Reactants: COc1cc2c(cc1OC)CNC2, O=CO, O=C[O-], Cl, [Na+]. The product is COc1cc2c(cc1OC)CN(C)C2. As a reaction SMILES: [CH3:6][O:7][c:8]1[cH:9][c:10]2[c:14]([cH:15][c:16]1[O:17][CH3:18])[CH2:13][NH:12][CH2:11]2.[CH:19]([OH:20])=[O:21].[CH:1]([O-:2])=[O:3].[ClH:5].[Na+:4]>>[CH3:1][N:12]1[CH2:11][c:10]2[cH:9][c:8]([O:7][CH3:6])[c:16]([O:17][CH3:18])[cH:15][c:14]2[CH2:13]1. Starting materials: C1CCOC1, OC1CCC1, Nc1ncnc2[nH]nc(I)c12, CC(C)OC(=O)N=NC(=O)OC(C)C. Yields the product Nc1ncnc2c1c(I)nn2C1CCC1. RXN SMILES: [CH2:31]1[O:32][CH2:33][CH2:34][CH2:35]1.[CH:26]1([OH:30])[CH2:27][CH2:28][CH2:29]1.[I:15][c:16]1[n:17][nH:18][c:19]2[n:20][cH:21][n:22][c:23]([NH2:25])[c:24]12.[O:1]=[C:2]([O:3][CH:4]([CH3:5])[CH3:6])[N:7]=[N:8][C:9]([O:10][CH:11]([CH3:12])[CH3:13])=[O:14]>>[I:15][c:16]1[n:17][n:18]([CH:26]2[CH2:27][CH2:28][CH2:29]2)[c:19]2[n:20][cH:21][n:22][c:23]([NH2:25])[c:24]12. RXN SMILES: [BH4-:1].[O:14]1[CH2:15][CH2:16][CH2:17][CH2:18]1.[O:2]([c:3]1[cH:4][cH:5][cH:6][cH:7][cH:8]1)[CH:9]([C:10](=[O:11])[OH:12])[CH3:13]>>[O:2]([c:3]1[cH:4][cH:5][cH:6][cH:7][cH:8]1)[CH:9]([CH2:10][OH:11])[CH3:13]. Product: CC(CO)Oc1ccccc1. Starting materials: [BH4-], C1CCOC1, CC(Oc1ccccc1)C(=O)O.